describe an organic reaction: reactants, conditions, products, and yield From a dataset of the Open Reaction Database (ORD), a public repository of structured organic reaction records. The reactants are FC1=CC=C(C=C1)CC(=O)NN (4-fluorophenylacetic acid hydrazide), ClC=1N=NC(=CC1)C=1SC=CC1 (3-chloro-6-thiophen-2-yl-pyridazine). The product is FC1=CC=C(CC2=NN=C3N2N=C(C=C3)C=3SC=CC3)C=C1 (3-(4-Fluoro-benzyl)-6-thiophen-2-yl-[1,2,4]triazolo[4,3-b]pyridazine). Reaction SMILES: [F:1][C:2]1[CH:7]=[CH:6][C:5]([CH2:8][C:9]([NH:11][NH2:12])=O)=[CH:4][CH:3]=1.Cl[C:14]1[N:15]=[N:16][C:17]([C:20]2[S:21][CH:22]=[CH:23][CH:24]=2)=[CH:18][CH:19]=1>>[F:1][C:2]1[CH:7]=[CH:6][C:5]([CH2:8][C:9]2[N:15]3[N:16]=[C:17]([C:20]4[S:21][CH:22]=[CH:23][CH:24]=4)[CH:18]=[CH:19][C:14]3=[N:12][N:11]=2)=[CH:4][CH:3]=1. Procedure details: The title compound was prepared as described in Example 17 from 4-fluorophenylacetic acid hydrazide (1.04 mmol) and 3-chloro-6-thiophen-2-yl-pyridazine (0.52 mmol) as a pale beige solid. 1H NMR (CD3OD) δ 8.19 (1H, d, J=9.9 Hz), 7.93 (1H, dd, J=3.8 Hz, 0.9 Hz), 7.90 (1H, d, J =9.9 Hz), 7.75 (1H, dd, J=5.0 Hz, 1.0 Hz), 7.50 (2H, dd, J=9.0 Hz, 5.3 Hz), 7.24 (1H, dd, J=5.3 Hz, 3.8 Hz), 7.06 (2H, t, J=8.8 Hz), 4.59 (2H, s). ESI-MS (m/z): Calcd for C16H11FN4S: 310.1; found 311.2 (M+H). Reactants: Cl (hydrogen chloride), OC1=C(CO)C=C(C=C1)OC (2-hydroxy-5-methoxy-benzyl alcohol), C1(=CC=CC=C1)P(C1=CC=CC=C1)C1=CC=CC=C1 (triphenylphosphane). The solvent is C(C)#N (acetonitrile). Run at time 5 hour. Product: [Cl-].OC1=C(C=C(C=C1)OC)C[P+](C1=CC=CC=C1)(C1=CC=CC=C1)C1=CC=CC=C1 ([(2-Hydroxy-5-methoxy-phenyl)methyl]-triphenyl-phosphonium chloride). Yield: 78.0%. RXN SMILES: [ClH:1].[OH:2][C:3]1[CH:10]=[CH:9][C:8]([O:11][CH3:12])=[CH:7][C:4]=1[CH2:5]O.[C:13]1([P:19]([C:26]2[CH:31]=[CH:30][CH:29]=[CH:28][CH:27]=2)[C:20]2[CH:25]=[CH:24][CH:23]=[CH:22][CH:21]=2)[CH:18]=[CH:17][CH:16]=[CH:15][CH:14]=1>C(#N)C>[Cl-:1].[OH:2][C:3]1[CH:10]=[CH:9][C:8]([O:11][CH3:12])=[CH:7][C:4]=1[CH2:5][P+:19]([C:20]1[CH:21]=[CH:22][CH:23]=[CH:24][CH:25]=1)([C:26]1[CH:31]=[CH:30][CH:29]=[CH:28][CH:27]=1)[C:13]1[CH:14]=[CH:15][CH:16]=[CH:17][CH:18]=1 |f:4.5|. Procedure: In the course of 30 minutes, at from 40° to 60°, 18 g of hydrogen chloride are introduced into a solution of 49.8 g of 2-hydroxy-5-methoxy-benzyl alcohol and 115.8 g of triphenylphosphane in 150 ml of acetonitrile. The reaction mixture is then stirred for 5 hours at 75°, the product beginning to crystallise after approx. 30 minutes. The reaction mixture is cooled to 0°, stirred for a further one hour and then at that temperature the crystals are filtered off with suction. [(2-Hydroxy-5-methoxy-p... Starting materials: O=C(O)CC(=O)NCCC(F)(F)C(F)(F)F, CN1C(=O)C(N)c2ccccc2-c2ccccc21. Product: CN1C(=O)C(NC(=O)CC(=O)NCCC(F)(F)C(F)(F)F)c2ccccc2-c2ccccc21. As a reaction SMILES: [F:19][C:20]([CH2:21][CH2:22][NH:23][C:24]([CH2:25][C:26](=[O:27])[OH:28])=[O:29])([C:30]([F:31])([F:32])[F:33])[F:34].[NH2:1][CH:2]1[c:3]2[c:4]([cH:15][cH:16][cH:17][cH:18]2)-[c:5]2[c:6]([cH:11][cH:12][cH:13][cH:14]2)[N:7]([CH3:10])[C:8]1=[O:9]>>[NH:1]([CH:2]1[c:3]2[c:4]([cH:15][cH:16][cH:17][cH:18]2)-[c:5]2[c:6]([cH:11][cH:12][cH:13][cH:14]2)[N:7]([CH3:10])[C:8]1=[O:9])[C:26]([CH2:25][C:24]([NH:23][CH2:22][CH2:21][C:20]([F:19])([C:30]([F:31])([F:32])[F:33])[F:34])=[O:29])=[O:27].